From a dataset of the Open Reaction Database (ORD), a public repository of structured organic reaction records. describe an organic reaction: reactants, conditions, products, and yield Reaction SMILES: [C:1]([CH2:2][CH2:3][CH3:4])(=[O:5])[CH:6]1[C:7](=[O:22])[CH2:8][CH:9]([CH2:13][CH2:14][n:15]2[n:16][c:17]([CH3:21])[cH:18][c:19]2[CH3:20])[CH2:10][C:11]1=[O:12].[CH2:23]([CH:24]=[CH2:25])[O:26][NH2:27].[CH3:28][CH2:29][OH:30]>>[C:1]([CH2:2][CH2:3][CH3:4])(=[C:6]1[C:7](=[O:22])[CH2:8][CH:9]([CH2:13][CH2:14][n:15]2[n:16][c:17]([CH3:21])[cH:18][c:19]2[CH3:20])[CH2:10][C:11]1=[O:12])[NH:27][O:26][CH2:23][CH:24]=[CH2:25]. Yields the product C=CCONC(CCC)=C1C(=O)CC(CCn2nc(C)cc2C)CC1=O. Starting materials: CCCC(=O)C1C(=O)CC(CCn2nc(C)cc2C)CC1=O, C=CCON, CCO. Starting materials: C1(=CC(=CC=C1)CCC(C(C(=O)OC(C)(C)C)CC=1C=NC(=CC1)NC(=O)OC(C)(C)C)SCC1=CC=C(C=C1)OC)C1=CC=CC=C1 (tert-Butyl 5-(1,1′-biphenyl-3-yl)-2-({6-[(tert-butoxycarbonyl)amino]pyridin-3-yl}methyl)-3-[(4-methoxybenzyl)thio]pentanoate). Solvent: C(C)[SiH](CC)CC (triethylsilane), FC(C(=O)O)(F)F (trifluoroacetic acid). Reaction conditions: temperature 60 celsius. The product is NC1=CC=C(C=N1)CC(C(=O)O)C(CCC=1C=C(C=CC1)C1=CC=CC=C1)S (2-[(6-Aminopyridin-3-yl)methyl]-5-(1,1′-biphenyl-3-yl)-3-mercaptopentanoic acid). Yield: 87.1%. As a reaction SMILES: [C:1]1([C:43]2[CH:48]=[CH:47][CH:46]=[CH:45][CH:44]=2)[CH:6]=[CH:5][CH:4]=[C:3]([CH2:7][CH2:8][CH:9]([S:33]CC2C=CC(OC)=CC=2)[CH:10]([CH2:18][C:19]2[CH:20]=[N:21][C:22]([NH:25]C(OC(C)(C)C)=O)=[CH:23][CH:24]=2)[C:11]([O:13]C(C)(C)C)=[O:12])[CH:2]=1>C([SiH](CC)CC)C.FC(F)(F)C(O)=O>[NH2:25][C:22]1[N:21]=[CH:20][C:19]([CH2:18][CH:10]([CH:9]([SH:33])[CH2:8][CH2:7][C:3]2[CH:2]=[C:1]([C:43]3[CH:44]=[CH:45][CH:46]=[CH:47][CH:48]=3)[CH:6]=[CH:5][CH:4]=2)[C:11]([OH:13])=[O:12])=[CH:24][CH:23]=1. Reported procedure: tert-Butyl 5-(1,1′-biphenyl-3-yl)-2-({6-[(tert-butoxycarbonyl)amino]pyridin-3-yl}methyl)-3-[(4-methoxybenzyl)thio]pentanoate (0.669 g, 1.00 mmol) was dissolved in triethylsilane (0.75 mL) and trifluoroacetic acid (6.0 mL). The solution was heated to 60° C. for 3 h and then concentrated. Purification of the residue by reversed-phase HPLC (C-8 column, linear gradient 40%→100% of MeCN in 5% aqueous MeCN containing 0.15% trifluoroacetic acid) gave the title diastereomeric compound as the trifluoroac... Starting materials: O=C1CCC(=O)N1Br, CCOC(C)=O, CCOCC, CN(C)C=O, COC(=O)c1ccc(Cl)c(N)c1. Product: COC(=O)c1cc(N)c(Cl)cc1Br. Reaction SMILES: [Br:13][N:14]1[C:15](=[O:16])[CH2:17][CH2:18][C:19]1=[O:20].[CH3:21][CH2:22][O:23][C:24](=[O:25])[CH3:26].[CH3:27][CH2:28][O:29][CH2:30][CH3:31].[CH3:32][N:33]([CH3:34])[CH:35]=[O:36].[NH2:1][c:2]1[cH:3][c:4]([C:5](=[O:6])[O:7][CH3:8])[cH:9][cH:10][c:11]1[Cl:12]>>[NH2:1][c:2]1[cH:3][c:4]([C:5](=[O:6])[O:7][CH3:8])[c:9]([Br:13])[cH:10][c:11]1[Cl:12]. Starting materials: n-tetrabutylammonium fluoride, [Si](C)(C)(C(C)(C)C)OC[C@H](C(=O)OC)OCC1=CC=C(C=C1)\C=C\CN1C(=CC=C1)C(C1=CC=C(C=C1)C)=O (Methyl (2R)-3-{[tert-butyl(dimethyl)silyl]oxy}-2-[(4-{(1E)-3-[2-(4-methylbenzoyl)-1H-pyrrol-1-yl]prop-1-en-1-yl}benzyl)oxy]propionate), O (water). Run in C1CCOC1 (THF). Reaction conditions: time 1 hour. Product: OC[C@H](C(=O)OC)OCC1=CC=C(C=C1)\C=C\CN1C(=CC=C1)C(C1=CC=C(C=C1)C)=O (Methyl (2R)-3-hydroxy-2-[(4-{(1E)-3-[2-(4-methylbenzoyl)-1H-pyrrol-1-yl]prop-1-en-1-yl}benzyl)oxy]propionate). Reaction SMILES: [Si]([O:8][CH2:9][C@@H:10]([O:15][CH2:16][C:17]1[CH:22]=[CH:21][C:20](/[CH:23]=[CH:24]/[CH2:25][N:26]2[CH:30]=[CH:29][CH:28]=[C:27]2[C:31](=[O:39])[C:32]2[CH:37]=[CH:36][C:35]([CH3:38])=[CH:34][CH:33]=2)=[CH:19][CH:18]=1)[C:11]([O:13][CH3:14])=[O:12])(C(C)(C)C)(C)C.O>C1COCC1>[OH:8][CH2:9][C@@H:10]([O:15][CH2:16][C:17]1[CH:22]=[CH:21][C:20](/[CH:23]=[CH:24]/[CH2:25][N:26]2[CH:30]=[CH:29][CH:28]=[C:27]2[C:31](=[O:39])[C:32]2[CH:37]=[CH:36][C:35]([CH3:38])=[CH:34][CH:33]=2)=[CH:19][CH:18]=1)[C:11]([O:13][CH3:14])=[O:12]. Procedure: The compound of Example 68-4 (260 mg, 0.48 mmol) was dissolved in THF (5 ml), and thereto was added n-tetrabutylammonium fluoride (1 mol/liter in THF) (1.5 ml, 0.72 mmol) under ice-cooling. Under ice-cooling, the mixture was stirred for one hour, and thereto was added water, and the mixture was extracted with ethyl acetate. The organic layer was washed with water and saturated saline, and dried over anhydrous magnesium sulfate. The solvent was evaporated under reduced pressure to give the title ... Reactants: FC(/C=C/C(=O)OCC)(F)F (ethyl 4,4,4-trifluorocrotonate), C(=O)C1=CC=C(C(C=O)=C1)O (5-formylsalicylaldehyde), FC(/C=C/C(=O)OCC)(F)F (ethyl 4,4,4-trifluorocrotonate), C([O-])([O-])=O.[K+].[K+] (potassium carbonate). The solvent is CN(C=O)C (dimethylformamide). Reaction conditions: temperature 60 celsius. Product: C(=O)C=1C=CC2=C(C=C(C(O2)C(F)(F)F)C(=O)OCC)C1 (ethyl 6-formyl-2-(trifluoromethyl)-2H-1-benzopyran-3-carboxylate). As a reaction SMILES: [CH:1]([C:3]1[CH:10]=[C:7]([CH:8]=O)[C:6]([OH:11])=[CH:5][CH:4]=1)=[O:2].[F:12][C:13]([F:22])([F:21])/[CH:14]=[CH:15]/[C:16]([O:18][CH2:19][CH3:20])=[O:17].C(=O)([O-])[O-].[K+].[K+]>CN(C)C=O>[CH:1]([C:3]1[CH:4]=[CH:5][C:6]2[O:11][CH:14]([C:13]([F:12])([F:22])[F:21])[C:15]([C:16]([O:18][CH2:19][CH3:20])=[O:17])=[CH:8][C:7]=2[CH:10]=1)=[O:2] |f:2.3.4|. Procedure: A 50 mL round bottom flask was charged with 5-formylsalicylaldehyde (3.21 g, 21.39 mmol), ethyl 4,4,4-trifluorocrotonate (3.50 mL, 3.96 g, 23.53 mmol), dimethylformamide (15 mL) and potassium carbonate (2.95 g, 21.39 mmol) and heated to 60° C. for 12 hours. Additional ethyl 4,4,4-trifluorocrotonate (3.50 mL, 3.96 g, 23.53 mmol) was added and the reaction heated for 16 hours at 75° C. After cooling to room temperature, the reaction was partitioned between H2O and diethyl ether. The organic phase ... The reactants are ClCCl, O, O=S(=O)(O)O, CCC(O)(CC)c1ccsc1-c1cccs1. Yields the product CCC1(CC)c2ccsc2-c2sccc21. As a reaction SMILES: [Cl:22][CH2:23][Cl:24].[OH2:25].[S:1](=[O:2])(=[O:3])([OH:4])[OH:5].[s:6]1[c:7](-[c:17]2[s:18][cH:19][cH:20][cH:21]2)[c:8]([C:11]([CH2:12][CH3:13])([CH2:14][CH3:15])[OH:16])[cH:9][cH:10]1>>[s:6]1[c:7]2[c:8]([cH:9][cH:10]1)[C:11]([CH2:12][CH3:13])([CH2:14][CH3:15])[c:21]1[c:17]-2[s:18][cH:19][cH:20]1.